Dataset: the Open Reaction Database (ORD), a public repository of structured organic reaction records. Task: describe an organic reaction: reactants, conditions, products, and yield Reactants: C1(CCCC1)OC=1C=C(C=O)C=CC1OC (3-(cyclopentyloxy)-4-methoxybenzaldehyde), CC(C(=O)NC1=CC(=CC=C1)C1CCNCC1)C (2-methyl-N-[3-(4-piperidinyl)phenyl]propanamide). The product is C1(CCCC1)OC=1C=C(CN2CCC(CC2)C=2C=C(C=CC2)NC(C(C)C)=O)C=CC1OC (N-(3-{1-[3-(CYCLOPENTYLOXY)-4-METHOXYBENZYL]-4-PIPERIDINYL}PHENYL)-2-METHYLPROPANAMIDE). As a reaction SMILES: [CH:1]1([O:6][C:7]2[CH:8]=[C:9]([CH:12]=[CH:13][C:14]=2[O:15][CH3:16])[CH:10]=O)[CH2:5][CH2:4][CH2:3][CH2:2]1.[CH3:17][CH:18]([CH3:34])[C:19]([NH:21][C:22]1[CH:27]=[CH:26][CH:25]=[C:24]([CH:28]2[CH2:33][CH2:32][NH:31][CH2:30][CH2:29]2)[CH:23]=1)=[O:20]>>[CH:1]1([O:6][C:7]2[CH:8]=[C:9]([CH:12]=[CH:13][C:14]=2[O:15][CH3:16])[CH2:10][N:31]2[CH2:32][CH2:33][CH:28]([C:24]3[CH:23]=[C:22]([NH:21][C:19](=[O:20])[CH:18]([CH3:17])[CH3:34])[CH:27]=[CH:26][CH:25]=3)[CH2:29][CH2:30]2)[CH2:5][CH2:4][CH2:3][CH2:2]1. Procedure: Prepared by Procedure F and Scheme R using 3-(cyclopentyloxy)-4-methoxybenzaldehyde and 2-methyl-N-[3-(4-piperidinyl)phenyl]propanamide: ESMS m/e: 451.1 (M+H)+. Reactants: ClC1=CC2=C(OCO2)C=C1CCl (5-chloro-6-(chloromethyl)-1,3-benzodioxole), O.O.O.O.O.O.O.O.O.[S-2].[Na+].[Na+] (sodium sulfide nonahydrate), BrC1=C(C=C(C=C1)C)[N+](=O)[O-] (1-bromo-4-methyl-2-nitrobenzene). Run in C(C)(=O)OCC (ethyl acetate), C(C)(=O)OCC (ethyl acetate), CN(C)C=O (DMF), O (water). Conditions: time 48 hour. Product: ClC1=CC2=C(OCO2)C=C1CSC1=C(C=C(C=C1)C)[N+](=O)[O-] (5-chloro-6-{[(4-methyl-2-nitrophenyl)thio]methyl}-1,3-benzodioxole). Reaction SMILES: Br[C:2]1[CH:7]=[CH:6][C:5]([CH3:8])=[CH:4][C:3]=1[N+:9]([O-:11])=[O:10].O.O.O.O.O.O.O.O.O.[S-2:21].[Na+].[Na+].[Cl:24][C:25]1[C:33]([CH2:34]Cl)=[CH:32][C:28]2[O:29][CH2:30][O:31][C:27]=2[CH:26]=1>CN(C=O)C.O.C(OCC)(=O)C>[Cl:24][C:25]1[C:33]([CH2:34][S:21][C:2]2[CH:7]=[CH:6][C:5]([CH3:8])=[CH:4][C:3]=2[N+:9]([O-:11])=[O:10])=[CH:32][C:28]2[O:29][CH2:30][O:31][C:27]=2[CH:26]=1 |f:1.2.3.4.5.6.7.8.9.10.11.12|. Procedure details: 1-bromo-4-methyl-2-nitrobenzene (3 mmol) dissolved in DMF (3 mL) was combined with a solution of sodium sulfide nonahydrate (3 mmol) in water 3 (mL) and stirred for 48 hours. A solution of 5-chloro-6-(chloromethyl)-1,3-benzodioxole (3 mmol) in ethyl acetate (5 mL) was added in and the reaction was agitated for another 24 hours. The reaction was diluted with ethyl acetate and washed sequentially with 0.5 N NaOH solution (7 mL×1), water (7 mL×3) and brine (7 mL×1). The solvent was removed under a ... Starting materials: N#Cc1ccc2c(c1)CC(NC(=O)C(O)c1ccccc1)CN2, CCO, O=S(=O)(O)O. Yields the product N#Cc1ccc2c(c1)CC(N)CN2. As a reaction SMILES: [C:1](#[N:2])[c:3]1[cH:4][c:5]2[c:10]([cH:11][cH:12]1)[NH:9][CH2:8][CH:7]([NH:13][C:14](=[O:15])[CH:16]([OH:17])[c:18]1[cH:19][cH:20][cH:21][cH:22][cH:23]1)[CH2:6]2.[CH3:29][CH2:30][OH:31].[S:24](=[O:25])(=[O:26])([OH:27])[OH:28]>>[C:1](#[N:2])[c:3]1[cH:4][c:5]2[c:10]([cH:11][cH:12]1)[NH:9][CH2:8][CH:7]([NH2:13])[CH2:6]2. Reactants: C(CCCCCCC\C=C/CCCCCCCC)(=O)O (oleic acid), C(C(=O)Cl)(=O)Cl (oxalyl chloride). Solvent: C1(=CC=CC=C1)C (toluene). Reaction conditions: time 15 minute. Product: C(CCCCCCC\C=C/CCCCCCCC)Cl (oleyl chloride). RXN SMILES: [C:1](O)(=O)[CH2:2][CH2:3][CH2:4][CH2:5][CH2:6][CH2:7][CH2:8]/[CH:9]=[CH:10]\[CH2:11][CH2:12][CH2:13][CH2:14][CH2:15][CH2:16][CH2:17][CH3:18].C(Cl)(=O)C([Cl:24])=O>C1(C)C=CC=CC=1>[CH2:1]([Cl:24])[CH2:2][CH2:3][CH2:4][CH2:5][CH2:6][CH2:7][CH2:8]/[CH:9]=[CH:10]\[CH2:11][CH2:12][CH2:13][CH2:14][CH2:15][CH2:16][CH2:17][CH3:18]. Procedure details: Into a dry 4-neck-round bottomed flask equipped with nitrogen inlet, addition funnel, therometer, mechanical stirrer and heating means, under nitrogen, are cautiously (to avoid foaming), charged 229 g. of oleic acid (99% pure, m.p. 4°; b.p. 286°/100 mmHg), 263 ml of toluene and 109 ml. of oxalyl chloride (b.p. 63°-64°), at a rate so as to keep the (internal) reaction temperature between 25°-30°, over a period of about 15 minutes. After addition is complete the funnel is washed with an additional... The reactants are CC#N, C=Cc1ccncc1, O=[N+]([O-])c1cccc(I)c1, CC(=O)[O-], CC(=O)[O-], [Pd+2]. Product: O=[N+]([O-])c1cccc(C=Cc2ccncc2)c1. As a reaction SMILES: [CH3:19][C:20]#[N:21].[CH:11](=[CH2:12])[c:13]1[cH:14][cH:15][n:16][cH:17][cH:18]1.[N+:1](=[O:2])([O-:3])[c:4]1[cH:5][c:6]([I:10])[cH:7][cH:8][cH:9]1.[O-:23][C:24]([CH3:25])=[O:26].[O-:27][C:28]([CH3:29])=[O:30].[Pd+2:22]>>[N+:1](=[O:2])([O-:3])[c:4]1[cH:5][c:6]([CH:12]=[CH:11][c:13]2[cH:14][cH:15][n:16][cH:17][cH:18]2)[cH:7][cH:8][cH:9]1.